From a dataset of the Open Reaction Database (ORD), a public repository of structured organic reaction records. describe an organic reaction: reactants, conditions, products, and yield Starting materials: C1CCNCC1, CCOC(=O)CC(=O)C1CCCN1C(=O)OC(C)(C)C, O=Cc1ccc(CC(=O)O)cc1, c1ccccc1. Product: CCOC(=O)C(=Cc1ccc(CC(=O)O)cc1)C(=O)C1CCCN1C(=O)OC(C)(C)C. As a reaction SMILES: [CH2:13]1[CH2:14][CH2:15][NH:16][CH2:17][CH2:18]1.[CH2:19]([CH3:20])[O:21][C:22]([CH2:23][C:24](=[O:25])[CH:26]1[N:27]([C:31](=[O:32])[O:33][C:34]([CH3:35])([CH3:36])[CH3:37])[CH2:28][CH2:29][CH2:30]1)=[O:38].[CH:1](=[O:2])[c:3]1[cH:4][cH:5][c:6]([CH2:9][C:10](=[O:11])[OH:12])[cH:7][cH:8]1.[cH:39]1[cH:40][cH:41][cH:42][cH:43][cH:44]1>>[CH:1]([c:3]1[cH:4][cH:5][c:6]([CH2:9][C:10](=[O:11])[OH:12])[cH:7][cH:8]1)=[C:23]([C:22]([O:21][CH2:19][CH3:20])=[O:38])[C:24](=[O:25])[CH:26]1[N:27]([C:31](=[O:32])[O:33][C:34]([CH3:35])([CH3:36])[CH3:37])[CH2:28][CH2:29][CH2:30]1. Reactants: CC[O-].[Na+] (NaOEt), Cl.COCC(=N)N (methoxyacetamidine hydrochloride), C(C)(=O)C(C(=O)OCC)CCC(=O)OCC (diethyl acetylglutarate). The solvent is CCO (EtOH). The product is CC1=C(C(NC(=N1)COC)=O)CCC(=O)OCC (Ethyl 3-(6-Methyl-2-methoxymethyl-3H-pyrimidin-4-on-5-yl)propionate). The yield is 41.1%. RXN SMILES: CC[O-].[Na+].Cl.[CH3:6][O:7][CH2:8][C:9]([NH2:11])=[NH:10].[C:12]([CH:15]([CH2:21][CH2:22][C:23]([O:25][CH2:26][CH3:27])=[O:24])[C:16](OCC)=[O:17])(=O)[CH3:13]>CCO>[CH3:13][C:12]1[N:11]=[C:9]([CH2:8][O:7][CH3:6])[NH:10][C:16](=[O:17])[C:15]=1[CH2:21][CH2:22][C:23]([O:25][CH2:26][CH3:27])=[O:24] |f:0.1,2.3|. Procedure details: A mixture of NaOEt (0.088 mol) in EtOH (prepared from 2.0 g of Na and 70 mL of EtOH), methoxyacetamidine hydrochloride (5.4 g, 0.044 mol), and diethyl acetylglutarate (10.0 g, 0.044 mol) was heated under reflux for 24 h. The mixture was concentrated, taken up in water, acidified to pH 4 with conc. HCl, and extracted with CH2Cl2. The extracts were washed with brine, dried (MgSO4), and concentrated. Trituration with ether gave 4.6 g (42%) of product as an off-white solid, mp 87°-90° C. Reactants: CCCCO, FC(F)(F)c1ccc(Cl)nc1, NCCNc1nc2ccc(F)cc2n2c(=O)[nH]nc12, [Na+], [Na+], O=C([O-])[O-]. Product: O=c1[nH]nc2c(NCCNc3ccc(C(F)(F)F)cn3)nc3ccc(F)cc3n12. Reaction SMILES: [CH2:37]([OH:38])[CH2:39][CH2:40][CH3:41].[Cl:20][c:21]1[n:22][cH:23][c:24]([C:27]([F:28])([F:29])[F:30])[cH:25][cH:26]1.[NH2:1][CH2:2][CH2:3][NH:4][c:5]1[c:6]2[n:7]([c:8]3[cH:9][c:10]([F:15])[cH:11][cH:12][c:13]3[n:14]1)[c:16](=[O:19])[nH:17][n:18]2.[Na+:31].[Na+:32].[O-:33][C:34](=[O:35])[O-:36]>>[NH:1]([CH2:2][CH2:3][NH:4][c:5]1[c:6]2[n:7]([c:8]3[cH:9][c:10]([F:15])[cH:11][cH:12][c:13]3[n:14]1)[c:16](=[O:19])[nH:17][n:18]2)[c:21]1[n:22][cH:23][c:24]([C:27]([F:28])([F:29])[F:30])[cH:25][cH:26]1.